From a dataset of the Open Reaction Database (ORD), a public repository of structured organic reaction records. describe an organic reaction: reactants, conditions, products, and yield Reactants: CC(=O)NC(C)(CCc1cccn1C)COC(C)=O, CCC1(CCc2cccn2C)COC(=O)N1. The product is CCC(CCc1cccn1C)(COC(C)=O)NC(C)=O. Reaction SMILES: [C:1]([CH3:2])(=[O:3])[O:4][CH2:5][C:6]([CH2:7][CH2:8][c:9]1[n:10]([CH3:14])[cH:11][cH:12][cH:13]1)([CH3:15])[NH:16][C:17]([CH3:18])=[O:19].[CH2:20]([C:21]1([CH2:22][CH2:23][c:24]2[n:25]([CH3:26])[cH:27][cH:28][cH:29]2)[CH2:30][O:31][C:32](=[O:33])[NH:34]1)[CH3:35]>>[C:1]([CH3:2])(=[O:3])[O:4][CH2:5][C:6]([CH2:7][CH2:8][c:9]1[n:10]([CH3:14])[cH:11][cH:12][cH:13]1)([CH2:15][CH3:20])[NH:16][C:17]([CH3:18])=[O:19]. Reactants: N, N([BH2-])(C)C.[Li+], C1CN(C[C@@H](C1=O)O)S(=O)(=O)C. The reagents and catalysts are c1ccc(cc1)-c2c3ccccc3cc4ccccc24 (9-Phenylanthracene). Conditions: temperature 25 celsius, time 18 hour. Yields the product CS(=O)(=O)N1CC[C@@H](N)[C@@H](O)C1. Reaction SMILES: [CH3:1][S:2]([N:5]1[CH2:11][C@H:9]([OH:10])[C:8](=O)[CH2:7][CH2:6]1)(=[O:4])=[O:3].[NH3:12].[Li+].[BH3-]N(C)C>>[CH3:1][S:2]([N:5]1[CH2:11][C@H:9]([OH:10])[C@H:8]([NH2:12])[CH2:7][CH2:6]1)(=[O:4])=[O:3]. The reactants are O=C1CCC(N2C(=O)c3cccc(OCc4ccc(CBr)cc4)c3C2=O)C(=O)N1, C1CSCCN1, CC#N, CCN(C(C)C)C(C)C. Product: O=C1CCC(N2C(=O)c3cccc(OCc4ccc(CN5CCSCC5)cc4)c3C2=O)C(=O)N1. Reaction SMILES: [Br:1][CH2:2][c:3]1[cH:4][cH:5][c:6]([CH2:7][O:8][c:9]2[c:10]3[c:14]([cH:15][cH:16][cH:17]2)[C:13](=[O:18])[N:12]([CH:19]2[C:20](=[O:26])[NH:21][C:22](=[O:25])[CH2:23][CH2:24]2)[C:11]3=[O:27])[cH:28][cH:29]1.[CH2:30]1[CH2:31][S:32][CH2:33][CH2:34][NH:35]1.[CH3:45][C:46]#[N:47].[CH:36]([N:37]([CH2:38][CH3:39])[CH:40]([CH3:41])[CH3:42])([CH3:43])[CH3:44]>>[CH2:2]([c:3]1[cH:4][cH:5][c:6]([CH2:7][O:8][c:9]2[c:10]3[c:14]([cH:15][cH:16][cH:17]2)[C:13](=[O:18])[N:12]([CH:19]2[C:20](=[O:26])[NH:21][C:22](=[O:25])[CH2:23][CH2:24]2)[C:11]3=[O:27])[cH:28][cH:29]1)[N:35]1[CH2:30][CH2:31][S:32][CH2:33][CH2:34]1. Reactants: FC=1C=C(C=C(C1)C(F)(F)F)CC(=O)O (3-fluoro-5-trifluoromethyl-phenylacetic acid), C(=O)(N1C=NC=C1)N1C=NC=C1 (1,1′-carbonyl-diimidazole), CN(C=O)C (N,N-dimethylformamide), CNC=1C(=NC=CC1)C1=CC=C(C(=C1)N1CCOCC1)C (methyl-(6-morpholin-4-yl-4-tolyl-pyridin-3-yl)-amine). Run at time 30 minute. Yields the product FC=1C=C(C=C(C1)C(F)(F)F)CC(=O)N(C=1C=NC(=CC1C1=C(C=CC=C1)C)N1CCOCC1)C (2-(3-Fluoro-5-trifluoromethyl-phenyl)-N-methyl-N-(6-morpholin-4-yl-4-o-tolyl-pyridin-3-yl)-acetamide). Yield: 88.0%. As a reaction SMILES: [F:1][C:2]1[CH:3]=[C:4]([CH2:12][C:13]([OH:15])=O)[CH:5]=[C:6]([C:8]([F:11])([F:10])[F:9])[CH:7]=1.C(N1[CH:27]=[CH:26]N=C1)(N1C=CN=C1)=O.C[NH:29][C:30]1[C:31]([C:36]2[CH:41]=[C:40]([N:42]3[CH2:47][CH2:46][O:45][CH2:44][CH2:43]3)[C:39]([CH3:48])=[CH:38][CH:37]=2)=[N:32][CH:33]=CC=1.[CH3:49]N(C)C=O>>[F:1][C:2]1[CH:3]=[C:4]([CH2:12][C:13]([N:32]([CH3:33])[C:31]2[CH:30]=[N:29][C:40]([N:42]3[CH2:43][CH2:44][O:45][CH2:46][CH2:47]3)=[CH:41][C:36]=2[C:37]2[CH:38]=[CH:39][CH:48]=[CH:49][C:26]=2[CH3:27])=[O:15])[CH:5]=[C:6]([C:8]([F:9])([F:10])[F:11])[CH:7]=1. Procedure details: To a solution of 266 mg (1.2 mmol) 3-fluoro-5-trifluoromethyl-phenylacetic acid in 7 ml N,N-dimethylformamide were added 195 mg (1.2 mmol) 1,1′-carbonyl-diimidazole and the solution was stirred for 30 min at room temperature. After addition of 283 mg (1 mmol) of methyl-(6-morpholin-4-yl-4-tolyl-pyridin-3-yl)-amine (as described in step f) for the preparation of Example 23), the reaction mixture was heated at 90° C. for 6 h. After cooling to room temperature, the solvent was removed in vacuo and ... Starting materials: BrB(Br)Br, ClCCl, CCOC(C)=O, O, COc1ccc2[nH]cc(Cn3ccnc3)c2c1. Product: Oc1ccc2[nH]cc(Cn3ccnc3)c2c1. Reaction SMILES: [B:18]([Br:19])([Br:20])[Br:21].[CH2:29]([Cl:30])[Cl:31].[CH3:23][CH2:24][O:25][C:26](=[O:27])[CH3:28].[OH2:22].[n:1]1([CH2:6][c:7]2[cH:8][nH:9][c:10]3[cH:11][cH:12][c:13]([O:16][CH3:17])[cH:14][c:15]23)[cH:2][n:3][cH:4][cH:5]1>>[n:1]1([CH2:6][c:7]2[cH:8][nH:9][c:10]3[cH:11][cH:12][c:13]([OH:16])[cH:14][c:15]23)[cH:2][n:3][cH:4][cH:5]1. Starting materials: [OH-].[Na+] (sodium hydroxide), C1(CC1)C1=C(C=C(C(=C1)CN1CCC(CC1)N1C(C(=C(C=C1)C(=O)OC)CC)=O)OC(C)C)C1=CC=C(C=C1)F (methyl 1-(1-((2-cyclopropyl-4′-fluoro-5-isopropoxybiphenyl-4-yl)methyl)piperidin-4-yl)-3-ethyl-2-oxo-1,2-dihydropyridine-4-carboxylate), Cl (hydrochloric acid). Run in CO (methanol). Conditions: time 1 hour. Product: C1(CC1)C1=C(C=C(C(=C1)CN1CCC(CC1)N1C(C(=C(C=C1)C(=O)O)CC)=O)OC(C)C)C1=CC=C(C=C1)F (1-(1-((2-Cyclopropyl-4′-fluoro-5-isopropoxybiphenyl-4-yl)methyl)piperidin-4-yl)-3-ethyl-2-oxo-1,2-dihydropyridine-4-carboxylic acid). Yield: 63.2%. Reaction SMILES: [OH-].[Na+].[CH:3]1([C:6]2[CH:11]=[C:10]([CH2:12][N:13]3[CH2:18][CH2:17][CH:16]([N:19]4[CH:24]=[CH:23][C:22]([C:25]([O:27]C)=[O:26])=[C:21]([CH2:29][CH3:30])[C:20]4=[O:31])[CH2:15][CH2:14]3)[C:9]([O:32][CH:33]([CH3:35])[CH3:34])=[CH:8][C:7]=2[C:36]2[CH:41]=[CH:40][C:39]([F:42])=[CH:38][CH:37]=2)[CH2:5][CH2:4]1.Cl>CO>[CH:3]1([C:6]2[CH:11]=[C:10]([CH2:12][N:13]3[CH2:18][CH2:17][CH:16]([N:19]4[CH:24]=[CH:23][C:22]([C:25]([OH:27])=[O:26])=[C:21]([CH2:29][CH3:30])[C:20]4=[O:31])[CH2:15][CH2:14]3)[C:9]([O:32][CH:33]([CH3:35])[CH3:34])=[CH:8][C:7]=2[C:36]2[CH:41]=[CH:40][C:39]([F:42])=[CH:38][CH:37]=2)[CH2:4][CH2:5]1 |f:0.1|. Procedure details: A 2 M aqueous sodium hydroxide solution (1 mL) was added at room temperature to a methanol (4 mL) solution of methyl 1-(1-((2-cyclopropyl-4′-fluoro-5-isopropoxybiphenyl-4-yl)methyl)piperidin-4-yl)-3-ethyl-2-oxo-1,2-dihydropyridine-4-carboxylate (390 mg), and the mixture was stirred at 60 C for 1 hour in a nitrogen atmosphere and then neutralized with 1 M hydrochloric acid. The reaction mixture was stirred at room temperature for 30 minutes, and then, the deposited crystal was collected by filtra... Procedure details: According to the previously described general procedure (GP1), Knoevenagel condensation (75° C.; 3h30) between 2,4-difluoro-3-methyl-benzaldehyde (1.560 g; 9.744 mmol) and malonic acid (1.926 g; 18.515 mmol) gave the product 3-(2,4-difluoro-3-methyl-phenyl)-acrylic acid as a pale yellow solid (1.600 g; 83%). LC-MS: tR=0.86 min; [M+H]+: no ionisation. Yields the product FC1=C(C=CC(=C1C)F)C=CC(=O)O (3-(2,4-difluoro-3-methyl-phenyl)-acrylic acid). The reactants are FC1=C(C=O)C=CC(=C1C)F (2,4-difluoro-3-methyl-benzaldehyde), C(CC(=O)O)(=O)O (malonic acid). RXN SMILES: [F:1][C:2]1[C:9]([CH3:10])=[C:8]([F:11])[CH:7]=[CH:6][C:3]=1[CH:4]=O.C(O)(=O)[CH2:13][C:14]([OH:16])=[O:15]>>[F:1][C:2]1[C:9]([CH3:10])=[C:8]([F:11])[CH:7]=[CH:6][C:3]=1[CH:4]=[CH:13][C:14]([OH:16])=[O:15]. Reactants: Cc1nsc2ncccc12, CC(=O)O, O=C(OO)c1cccc(Cl)c1, ClCCl, [Na+], [OH-], O. Product: Cc1c2cccnc2s[n+]1[O-]. RXN SMILES: [CH3:12][c:13]1[n:14][s:15][c:16]2[n:17][cH:18][cH:19][cH:20][c:21]12.[CH3:24][C:25](=[O:26])[OH:27].[Cl:1][c:2]1[cH:3][cH:4][cH:5][c:6]([C:7]([O:8][OH:10])=[O:9])[cH:11]1.[Cl:28][CH2:29][Cl:30].[Na+:23].[OH-:22].[OH2:31]>>[O-:9][n+:14]1[c:13]([CH3:12])[c:21]2[c:16]([s:15]1)[n:17][cH:18][cH:19][cH:20]2. The reactants are C(C)(=O)N1CCNCCC1 (N-Acetylhomopiperazine), CCN(C(C)C)C(C)C (DIPEA), FC1=CC=C(C=C1)[N+](=O)[O-] (4-fluoronitrobenzene). Conditions: temperature 80 celsius, time 16 hour. The product is C(C)(=O)N1CCN(CCC1)C1=CC=C(C=C1)[N+](=O)[O-] (1-Acetyl-4-(4-nitrophenyl)-1,4-diazepane). The yield is 42.9%. As a reaction SMILES: [C:1]([N:4]1[CH2:10][CH2:9][CH2:8][NH:7][CH2:6][CH2:5]1)(=[O:3])[CH3:2].CCN(C(C)C)C(C)C.F[C:21]1[CH:26]=[CH:25][C:24]([N+:27]([O-:29])=[O:28])=[CH:23][CH:22]=1>>[C:1]([N:4]1[CH2:10][CH2:9][CH2:8][N:7]([C:21]2[CH:26]=[CH:25][C:24]([N+:27]([O-:29])=[O:28])=[CH:23][CH:22]=2)[CH2:6][CH2:5]1)(=[O:3])[CH3:2]. Procedure: N-Acetylhomopiperazine (7.2 mL, 54.6 mmol) and DIPEA (12.3 mL, 74.4 mmol) were added to a stirred solution of 4-fluoronitrobenzene (7.0 g, 49.6 mmol) acetonitrile (100 mL) and the mixture was heated to 80° C. under nitrogen with stirring for 16 h. Volatile material was removed by evaporation and the residue was dissolved in EtOAc (150 mL) and water (150 mL) was added. The organic layer was separated and the aqueous layer was extracted again with EtOAc (2×150 mL). The organic layers were combined...